Dataset: the Open Reaction Database (ORD), a public repository of structured organic reaction records. Task: describe an organic reaction: reactants, conditions, products, and yield The reactants are CC1=NC2=C(C(O1)=O)C=CC=C2 (2-methyl-4H-3,1-benzoxazine-4-one), C1=2C(=O)OC(NC1=CC=CC2)=O (isatoic anhydride), C(C)(=O)OC(C)=O (acetic anhydride), NC=1C(=CC=CC1)C (o-toluidine). Solvent: C=1(C(=CC=CC1)C)C (xylene), CC=1C=CC=CC1C (o-xylene). Product: 16, CC1=NC2=CC=CC=C2C(N1C1=C(C=CC=C1)C)=O (2-methyl-3-(o-tolyl)-quinazoline-4 (3H)-one). Isolated yield 64.0%. Reaction SMILES: [C:1]12[C:7](=[CH:8][CH:9]=[CH:10][CH:11]=1)[NH:6][C:5](=[O:12])O[C:2]2=O.C(OC(=O)C)(=O)C.[CH3:20][C:21]1OC(=O)[C:24]2[CH:28]=[CH:29][CH:30]=[CH:31][C:23]=2[N:22]=1.NC1C(C)=CC=CC=1>CC1C=CC=CC=1C>[CH3:20][C:21]1[N:6]([C:7]2[CH:8]=[CH:9][CH:10]=[CH:11][C:1]=2[CH3:2])[C:5](=[O:12])[C:31]2[C:23](=[CH:24][CH:28]=[CH:29][CH:30]=2)[N:22]=1. Procedure details: The isatoic anhydride and acetic anhydride were reacted under the condition described for the preparation of 2-methyl-4H-3,1-benzoxazine-4-one. The pyridine was distilled from the reaction mixture under reduced pressure. The crude reaction product was taken up in 100 ml of o-xylene and placed in a 200 ml one-necked flask equipped with a Dean-Stark trap and a reflux condenser. The o-toluidine was added to the xylene solution. The reaction mixture was heated to reflux for 4 hours. 1.8 ml of water ... Reactants: C[N+]1([O-])CCOCC1, CC#N, CCOC(C)=O, CCC[N+](CCC)(CCC)CCC, O=[Ru](=O)(=O)[O-], O=C1Nc2cc(CO)ccc2Oc2ccccc21. The product is O=Cc1ccc2c(c1)NC(=O)c1ccccc1O2. RXN SMILES: [CH3:19][N+:20]1([O-:21])[CH2:22][CH2:23][O:24][CH2:25][CH2:26]1.[CH3:27][C:28]#[N:29].[CH3:30][CH2:31][O:32][C:33](=[O:34])[CH3:35].[CH3:41][CH2:42][CH2:43][N+:44]([CH2:45][CH2:46][CH3:47])([CH2:48][CH2:49][CH3:50])[CH2:51][CH2:52][CH3:53].[O-:36][Ru:37](=[O:38])(=[O:39])=[O:40].[OH:1][CH2:2][c:3]1[cH:4][c:5]2[c:6]([cH:17][cH:18]1)[O:7][c:8]1[c:9]([cH:13][cH:14][cH:15][cH:16]1)[C:10](=[O:12])[NH:11]2>>[O:1]=[CH:2][c:3]1[cH:4][c:5]2[c:6]([cH:17][cH:18]1)[O:7][c:8]1[c:9]([cH:13][cH:14][cH:15][cH:16]1)[C:10](=[O:12])[NH:11]2. The reactants are ClC1=NC2=C(N1)C=CC=C2 (2-chloro-1H-benzimidazole), C(C)OCCCl (2-chloroethyl ethyl ether), CN(C=O)C (dimethylformamide), [H-].[Na+] (sodium hydride). Run in C(C)(=O)OCC (ethyl acetate), CCCCCC.C(C)(=O)OCC (ethyl acetate hexane), C(C)(=O)OCC.CCCCCC (ethyl acetate hexane). Conditions: temperature 60 celsius, time 15 minute. Yields the product ClC1=NC2=C(N1CCOCC)C=CC=C2 (2-chloro-1-(2-ethoxyethyl)-1H-benzimidazole). RXN SMILES: [Cl:1][C:2]1[NH:6][C:5]2[CH:7]=[CH:8][CH:9]=[CH:10][C:4]=2[N:3]=1.CN(C)C=O.[H-].[Na+].[CH2:18]([O:20][CH2:21][CH2:22]Cl)[CH3:19]>C(OCC)(=O)C.CCCCCC.C(OCC)(=O)C>[Cl:1][C:2]1[N:6]([CH2:19][CH2:18][O:20][CH2:21][CH3:22])[C:5]2[CH:7]=[CH:8][CH:9]=[CH:10][C:4]=2[N:3]=1 |f:2.3,6.7|. Procedure details: Combine 2-chloro-1H-benzimidazole (21.1.4 g, 138.4 mmol) and dimethylformamide (200 mL). Add portionwise, sodium hydride (24.0 g, 60% in oil, 153.3 mmol). After 15 minutes, add 2-chloroethyl ethyl ether (21.9 g, 201,5 mmol). Heat to 60° C. After 18 hours, cool the reaction mixture and dilute with ethyl acetate. Extract with a saturated aqueous sodium bicarbonate solution, water, and then brine. Dry the organic layer over MgSO4, filter, and evaporate in vacuo to give a residue. Chromatograph the ... Run at temperature -50 celsius, time 8 hour. As a reaction SMILES: [C:1]1([CH2:7][O:8][C:9]([NH:11][C@H:12]2[CH2:15][NH:14][C:13]2=[O:16])=[O:10])[CH:6]=[CH:5][CH:4]=[CH:3][CH:2]=1.Cl[S:18]([N:21]=[C:22]=[O:23])(=[O:20])=[O:19].C[Si](C)(C)[N:26]([CH3:31])[Si](C)(C)C.[C:34](Cl)(=[O:36])[CH3:35]>O1CCCC1>[C:34]([CH2:31][NH:26][S:18]([NH:21][C:22]([N:14]1[CH2:15][C@H:12]([NH:11][C:9](=[O:10])[O:8][CH2:7][C:1]2[CH:6]=[CH:5][CH:4]=[CH:3][CH:2]=2)[C:13]1=[O:16])=[O:23])(=[O:20])=[O:19])(=[O:36])[CH3:35]. The product is C(C)(=O)CNS(=O)(=O)NC(=O)N1C([C@H](C1)NC(OCC1=CC=CC=C1)=O)=O ((S)-[1-[[[[(Acetyl)methylamino]sulfonyl]amino]carbonyl]-2-oxo-3-azetidinyl]carbamic acid, phenylmethyl ester). Procedure details: (S)-3-[[(Phenylmethoxy)carbonyl]amino]-2-azetidinone (2.2 g) was suspended in 100 ml of anhydrous tetrahydrofuran and cooled to -50° C. with stirring. Chlorosulfonylisocyanate (1.56 g) was added and the temperature was maintained at 0° C. for 30 minutes. After this time 3.51 g of heptamethyl disilazane was added and stirring at room temperature was continued overnight. Acetyl chloride (3.14 g) was added and the solution was stirred for an additional 48 hours. The solvent was removed in vacuo, an... Solvent: O1CCCC1 (tetrahydrofuran). Reactants: C1(=CC=CC=C1)COC(=O)N[C@@H]1C(NC1)=O ((S)-3-[[(Phenylmethoxy)carbonyl]amino]-2-azetidinone), C(C)(=O)Cl (Acetyl chloride), ClS(=O)(=O)N=C=O (Chlorosulfonylisocyanate), C[Si](N([Si](C)(C)C)C)(C)C (heptamethyl disilazane). The yield is 25.9%. Reactants: O1C=NC(=C1)C(=O)NN (oxazole-4-carboxylic acid hydrazide), CCCCCCC (n-heptane), C(C)(=O)OCC (ethyl acetate). The solvent is ClC(=O)OC(Cl)(Cl)Cl (trichloromethyl chloroformate). Product: O1C=NC(=C1)C1=NNC(O1)=O (5-Oxazol-4-yl-3H-[1,3,4]oxadiazol-2-one). Reaction SMILES: [O:1]1[CH:5]=[C:4]([C:6]([NH:8][NH2:9])=[O:7])[N:3]=[CH:2]1.CCCCCCC.[C:17](OCC)(=[O:19])C>ClC(OC(Cl)(Cl)Cl)=O>[O:1]1[CH:5]=[C:4]([C:6]2[O:7][C:17](=[O:19])[NH:9][N:8]=2)[N:3]=[CH:2]1. Procedure details: After suspending oxazole-4-carboxylic acid hydrazide (CAS 885274-12-4) (1.06 g) in ethyl acetate (10 ml), trichloromethyl chloroformate (1.21 ml) was added dropwise while stirring on ice. Upon completion of the dropwise addition, the mixture was heated to reflux for 2 hours and 20 minutes. It was then allowed to cool, n-heptane was added to the reaction mixture, and the precipitate was collected by filtration. The filtrate was concentrated under reduced pressure and the residue was recrystallize...